Dataset: the Open Reaction Database (ORD), a public repository of structured organic reaction records. Task: describe an organic reaction: reactants, conditions, products, and yield The reactants are FC1=C(C=CC(=C1)F)N1N=C(N=C1C1=CN2CCOC3=C(C2=N1)C=CC(=C3)CN)C (C-{2-[2-(2,4-Difluoro-phenyl)-5-methyl-2H-[1,2,4]triazol-3-yl]-4,5-dihydro-6-oxa-1,3a-diaza-benzo[e]azulen-8-yl}-methylamine), [O-]C#N.[K+] (potassium cyanate). Solvent: C(C)(=O)O (acetic acid), O (water), O (water). Yields the product FC1=C(C=CC(=C1)F)N1N=C(N=C1C=1N=C2N(CCOC3=C2C=CC(=C3)CNC(=O)N)C1)C (1-((2-(1-(2,4-difluorophenyl)-3-methyl-1H-1,2,4-triazol-5-yl)-5,6-dihydrobenzo[f]imidazo[1,2-d][1,4]oxazepin-9-yl)methyl)urea). RXN SMILES: [F:1][C:2]1[CH:7]=[C:6]([F:8])[CH:5]=[CH:4][C:3]=1[N:9]1[C:13]([C:14]2[N:23]=[C:22]3[N:16]([CH2:17][CH2:18][O:19][C:20]4[CH:27]=[C:26]([CH2:28][NH2:29])[CH:25]=[CH:24][C:21]=43)[CH:15]=2)=[N:12][C:11]([CH3:30])=[N:10]1.[O-:31][C:32]#[N:33].[K+]>C(O)(=O)C.O>[F:1][C:2]1[CH:7]=[C:6]([F:8])[CH:5]=[CH:4][C:3]=1[N:9]1[C:13]([C:14]2[N:23]=[C:22]3[C:21]4[CH:24]=[CH:25][C:26]([CH2:28][NH:29][C:32]([NH2:33])=[O:31])=[CH:27][C:20]=4[O:19][CH2:18][CH2:17][N:16]3[CH:15]=2)=[N:12][C:11]([CH3:30])=[N:10]1 |f:1.2|. Procedure: C-{2-[2-(2,4-Difluoro-phenyl)-5-methyl-2H-[1,2,4]triazol-3-yl]-4,5-dihydro-6-oxa-1,3a-diaza-benzo[e]azulen-8-yl}-methylamine in acetic acid and water was reacted with potassium cyanate in water to give 354. MS (ESI+) 452.1. 1H NMR (400 MHz, DMSO) δ 7.89 (s, 1H), 7.68 (td, J=8.7, 6.2 Hz, 1H), 7.62-7.54 (m, 2H), 7.32-7.25 (m, 1H), 6.87-6.80 (m, 2H), 6.44 (t, J=6.1 Hz, 1H), 5.57 (br, 2H), 4.49-4.38 (m, 4H), 4.12 (d, J=6.1 Hz, 2H), 2.35 (s, 3H) Starting materials: BrC=1C(=C2C=NN(C2=CC1)COCC[Si](C)(C)C)OC (5-bromo-4-methoxy-1-(2-trimethylsilanyl-ethoxymethyl)-indazole), C(CCC)[Li] (n-butyl lithium), CN(C)C=O (DMF). Solvent: C1CCOC1 (THF). Conditions: temperature -78 celsius, time 1 hour. The product is COC1=C2C=NN(C2=CC=C1C=O)COCC[Si](C)(C)C (4-Methoxy-1-(2-trimethylsilanyl-ethoxymethyl)-indazole-5-carbaldehyde). Yield: 50.9%. Reaction SMILES: Br[C:2]1[C:3]([O:19][CH3:20])=[C:4]2[C:8](=[CH:9][CH:10]=1)[N:7]([CH2:11][O:12][CH2:13][CH2:14][Si:15]([CH3:18])([CH3:17])[CH3:16])[N:6]=[CH:5]2.C([Li])CCC.CN([CH:29]=[O:30])C>C1COCC1>[CH3:20][O:19][C:3]1[C:2]([CH:29]=[O:30])=[CH:10][CH:9]=[C:8]2[C:4]=1[CH:5]=[N:6][N:7]2[CH2:11][O:12][CH2:13][CH2:14][Si:15]([CH3:18])([CH3:17])[CH3:16]. Procedure details: To a stirred solution of 5-bromo-4-methoxy-1-(2-trimethylsilanyl-ethoxymethyl)-indazole (179 mg, 0.50 mmol) in THF (5.0 mL) at −78° C. under a nitrogen atmosphere was added n-butyl lithium (2.5 M in hexanes, 220 μL, 0.55 mmol) dropwise. The mixture was stirred at −78° C. for 1 hour and then DMF (78 μL, 1.0 mmol) was added. The mixture was stirred at −78° C. for 30 min, then allowed to reach RT and stirred for a further 1 hour. The reaction mixture was quenched with water (5 mL), separated and ex... Starting materials: [Br-], CCCc1nc(C)n(-c2ccc(OC(C)(C)C=O)cc2)c(=O)c1Cc1ccc(-c2ccccc2C#N)cc1, C[Mg+], CCOC(C)=O, C1CCOC1, O. Product: CCCc1nc(C)n(-c2ccc(OC(C)(C)C(C)O)cc2)c(=O)c1Cc1ccc(-c2ccccc2C#N)cc1. RXN SMILES: [Br-:39].[CH3:1][C:2]([CH:3]=[O:4])([O:5][c:6]1[cH:7][cH:8][c:9](-[n:12]2[c:13]([CH3:37])[n:14][c:15]([CH2:34][CH2:35][CH3:36])[c:16]([CH2:19][c:20]3[cH:21][cH:22][c:23](-[c:26]4[c:27]([C:32]#[N:33])[cH:28][cH:29][cH:30][cH:31]4)[cH:24][cH:25]3)[c:17]2=[O:18])[cH:10][cH:11]1)[CH3:38].[CH3:40][Mg+:41].[CH3:42][CH2:43][O:44][C:45](=[O:46])[CH3:47].[O:49]1[CH2:50][CH2:51][CH2:52][CH2:53]1.[OH2:48]>>[CH3:1][C:2]([CH:3]([OH:4])[CH3:42])([O:5][c:6]1[cH:7][cH:8][c:9](-[n:12]2[c:13]([CH3:37])[n:14][c:15]([CH2:34][CH2:35][CH3:36])[c:16]([CH2:19][c:20]3[cH:21][cH:22][c:23](-[c:26]4[c:27]([C:32]#[N:33])[cH:28][cH:29][cH:30][cH:31]4)[cH:24][cH:25]3)[c:17]2=[O:18])[cH:10][cH:11]1)[CH3:38]. Starting materials: C(C1=CC=CC=C1)OC(=O)N1CCC(CC1)C(NC1=NC=NC(=C1)Cl)=O (4-(6-chloro-pyrimidin-4-ylcarbamoyl)-piperidine-1-carboxylic acid benzyl ester), COC1=C(C=CC=C1)B(O)O (2-methoxyphenylboronic acid), C1(=CC=CC=C1)P(C1=CC=CC=C1)C1=CC=CC=C1 (triphenylphosphine). Reagents/catalysts: C(C)(=O)[O-].[Pd+2].C(C)(=O)[O-] (palladium(II) acetate). The solvent is C([O-])([O-])=O.[Na+].[Na+] (sodium carbonate), O1CCOCC1 (1,4-dioxane). Run at temperature 110 celsius. Yields the product C(C1=CC=CC=C1)OC(=O)N1CCC(CC1)C(NC1=NC=NC(=C1)C1=C(C=CC=C1)OC)=O (4-[6-(2-methoxy-phenyl)-pyrimidin-4-ylcarbamoyl]-piperidine-1-carboxylic acid benzyl ester). Yield: 54.0%. As a reaction SMILES: [CH2:1]([O:8][C:9]([N:11]1[CH2:16][CH2:15][CH:14]([C:17](=[O:26])[NH:18][C:19]2[CH:24]=[C:23](Cl)[N:22]=[CH:21][N:20]=2)[CH2:13][CH2:12]1)=[O:10])[C:2]1[CH:7]=[CH:6][CH:5]=[CH:4][CH:3]=1.[CH3:27][O:28][C:29]1[CH:34]=[CH:33][CH:32]=[CH:31][C:30]=1B(O)O.C1(P(C2C=CC=CC=2)C2C=CC=CC=2)C=CC=CC=1>C(=O)([O-])[O-].[Na+].[Na+].O1CCOCC1.C([O-])(=O)C.[Pd+2].C([O-])(=O)C>[CH2:1]([O:8][C:9]([N:11]1[CH2:16][CH2:15][CH:14]([C:17](=[O:26])[NH:18][C:19]2[CH:24]=[C:23]([C:30]3[CH:31]=[CH:32][CH:33]=[CH:34][C:29]=3[O:28][CH3:27])[N:22]=[CH:21][N:20]=2)[CH2:13][CH2:12]1)=[O:10])[C:2]1[CH:7]=[CH:6][CH:5]=[CH:4][CH:3]=1 |f:3.4.5,7.8.9|. Reported procedure: To a stirred mixture of 4-(6-chloro-pyrimidin-4-ylcarbamoyl)-piperidine-1-carboxylic acid benzyl ester (VIII) (0.730 g, 1.95 mmol), 2-methoxyphenylboronic acid (0.300 g, 1.97 mmol) in saturated sodium carbonate solution (10 ml) and 1,4-dioxane (10 ml) was added palladium(II) acetate (0.088 g, 0.39 mmol) followed by triphenylphosphine (0.103 g, 0.39 mmol) at room temperature under an atmosphere of nitrogen. The resulting mixture was heated to reflux at 110° C. for one hour and monitored by TLC. T...